describe an organic reaction: reactants, conditions, products, and yield From a dataset of the Open Reaction Database (ORD), a public repository of structured organic reaction records. Reaction SMILES: [C:1]([CH3:2])([CH3:3])([CH3:4])[O:5][C:6](=[O:7])[N:8]1[CH:9]([CH2:13][n:14]2[cH:15][c:16]([C:24]([C:25]([F:26])([F:27])[F:28])=[O:29])[c:17]3[cH:18][cH:19][c:20]([Cl:23])[cH:21][c:22]23)[CH2:10][CH2:11][CH2:12]1.[CH3:33][N:34]([CH3:35])[CH:36]=[O:37].[CH3:38][O:39][C:40]([CH3:41])([CH3:42])[CH3:43].[H-:30].[Na+:31].[OH2:32]>>[C:1]([CH3:2])([CH3:3])([CH3:4])[O:5][C:6](=[O:7])[N:8]1[CH:9]([CH2:13][n:14]2[cH:15][c:16]([C:24](=[O:29])[OH:32])[c:17]3[cH:18][cH:19][c:20]([Cl:23])[cH:21][c:22]23)[CH2:10][CH2:11][CH2:12]1. Yields the product CC(C)(C)OC(=O)N1CCCC1Cn1cc(C(=O)O)c2ccc(Cl)cc21. Starting materials: CC(C)(C)OC(=O)N1CCCC1Cn1cc(C(=O)C(F)(F)F)c2ccc(Cl)cc21, CN(C)C=O, COC(C)(C)C, [H-], [Na+], O. Starting materials: Clc1ccnc(CN2CCOCC2)n1, [K+], [K+], C[Si](C)(C)CCOCn1cnc(-c2cc(C(N)=O)c(N)s2)n1, O=C([O-])[O-]. The product is C[Si](C)(C)CCOCn1cnc(-c2cc(C(N)=O)c(Nc3ccnc(CN4CCOCC4)n3)s2)n1. RXN SMILES: [Cl:1][c:2]1[n:3][c:4]([CH2:8][N:9]2[CH2:10][CH2:11][O:12][CH2:13][CH2:14]2)[n:5][cH:6][cH:7]1.[K+:37].[K+:38].[NH2:15][c:16]1[s:17][c:18](-[c:24]2[n:25][n:26]([CH2:29][O:30][CH2:31][CH2:32][Si:33]([CH3:34])([CH3:35])[CH3:36])[cH:27][n:28]2)[cH:19][c:20]1[C:21](=[O:22])[NH2:23].[O-:39][C:40]([O-:41])=[O:42]>>[c:2]1([NH:15][c:16]2[s:17][c:18](-[c:24]3[n:25][n:26]([CH2:29][O:30][CH2:31][CH2:32][Si:33]([CH3:34])([CH3:35])[CH3:36])[cH:27][n:28]3)[cH:19][c:20]2[C:21](=[O:22])[NH2:23])[n:3][c:4]([CH2:8][N:9]2[CH2:10][CH2:11][O:12][CH2:13][CH2:14]2)[n:5][cH:6][cH:7]1. As a reaction SMILES: [CH2:2]([c:3]1[cH:4][cH:5][cH:6][cH:7][cH:8]1)[NH:9][CH2:10][P:11]([O:12][c:13]1[cH:14][cH:15][cH:16][cH:17][cH:18]1)([O:19][c:20]1[cH:21][cH:22][cH:23][cH:24][cH:25]1)=[O:26].[CH3:27][CH2:28][OH:29].[ClH:1]>>[ClH:1].[NH2:9][CH2:10][P:11]([O:12][c:13]1[cH:14][cH:15][cH:16][cH:17][cH:18]1)([O:19][c:20]1[cH:21][cH:22][cH:23][cH:24][cH:25]1)=[O:26]. The reactants are O=P(CNCc1ccccc1)(Oc1ccccc1)Oc1ccccc1, CCO, Cl. Product: Cl, NCP(=O)(Oc1ccccc1)Oc1ccccc1.